From a dataset of the Open Reaction Database (ORD), a public repository of structured organic reaction records. describe an organic reaction: reactants, conditions, products, and yield Reactants: [Si](C1=CC=CC=C1)(C1=CC=CC=C1)(C(C)(C)C)OC1CN(C1)C=1SC=C(N1)C(=O)OCC (3-t-butyldiphenylsilyloxy-1-(4-ethoxycarbonyl-1,3-thiazol-2-yl)azetidine), C(C)(=O)OCC (ethyl acetate), [Si](C1=CC=CC=C1)(C1=CC=CC=C1)(C(C)(C)C)OCCN.C[Al](C)C (2-(t-butyldiphenylsilyloxy)ethylamine trimethylaluminium), C(C)(=O)O (acetic acid), C(C)(=O)OCC (ethyl acetate). Run in C1=CC=CC=C1 (benzene), C1=CC=CC=C1 (benzene). Conditions: time 1 hour. Yields the product [Si](C1=CC=CC=C1)(C1=CC=CC=C1)(C(C)(C)C)OC1CN(C1)C=1SC=C(N1)C(NCCO[Si](C1=CC=CC=C1)(C1=CC=CC=C1)C(C)(C)C)=O (3-t-butyldiphenylsilyloxy-1-{4-[2-(t-butyldiphenylsilyloxy)ethylcarbamoyl]-1,3-thiazol-2-yl}azetidine). Isolated yield 94.0%. Reaction SMILES: [Si:1]([O:18][CH:19]1[CH2:22][N:21]([C:23]2[S:24][CH:25]=[C:26]([C:28](OCC)=[O:29])[N:27]=2)[CH2:20]1)([C:14]([CH3:17])([CH3:16])[CH3:15])([C:8]1[CH:13]=[CH:12][CH:11]=[CH:10][CH:9]=1)[C:2]1[CH:7]=[CH:6][CH:5]=[CH:4][CH:3]=1.[Si:33]([O:50][CH2:51][CH2:52][NH2:53])([C:46]([CH3:49])([CH3:48])[CH3:47])([C:40]1[CH:45]=[CH:44][CH:43]=[CH:42][CH:41]=1)[C:34]1[CH:39]=[CH:38][CH:37]=[CH:36][CH:35]=1.C[Al](C)C.C(O)(=O)C.C(OCC)(=O)C>C1C=CC=CC=1>[Si:1]([O:18][CH:19]1[CH2:22][N:21]([C:23]2[S:24][CH:25]=[C:26]([C:28](=[O:29])[NH:53][CH2:52][CH2:51][O:50][Si:33]([C:46]([CH3:49])([CH3:48])[CH3:47])([C:40]3[CH:41]=[CH:42][CH:43]=[CH:44][CH:45]=3)[C:34]3[CH:39]=[CH:38][CH:37]=[CH:36][CH:35]=3)[N:27]=2)[CH2:20]1)([C:14]([CH3:15])([CH3:17])[CH3:16])([C:8]1[CH:13]=[CH:12][CH:11]=[CH:10][CH:9]=1)[C:2]1[CH:7]=[CH:6][CH:5]=[CH:4][CH:3]=1 |f:1.2|. Procedure: Subsequently, to a solution of 3-t-butyldiphenylsilyloxy-1-(4-ethoxycarbonyl-1,3-thiazol-2-yl)azetidine (1.16 g, 2.49 mmol) (obtained as described in Reference Example 2(1)) in benzene (8.5 ml) was added a solution of 0.67M 2-(t-butyldiphenylsilyloxy)ethylamine-trimethylaluminium in benzene (6.42 ml) at room temperature under an atmosphere of nitrogen. The mixture was heated under reflux for 5 hours. After checking the completion of the reaction, 10% aqueous acetic acid solution (50 ml) and ethy... The reactants are COCCN1CCNCC1, CCSC1=NC(=O)C(=Cc2ccc3c(cnn3Cc3ccc(Cl)cc3C(F)(F)F)c2)S1. The product is COCCN1CCN(C2=NC(=O)C(=Cc3ccc4c(cnn4Cc4ccc(Cl)cc4C(F)(F)F)c3)S2)CC1. As a reaction SMILES: [CH3:32][O:33][CH2:34][CH2:35][N:36]1[CH2:37][CH2:38][NH:39][CH2:40][CH2:41]1.[Cl:1][c:2]1[cH:3][c:4]([C:28]([F:29])([F:30])[F:31])[c:5]([CH2:6][n:7]2[n:8][cH:9][c:10]3[cH:11][c:12]([CH:16]=[C:17]4[C:18](=[O:25])[N:19]=[C:20]([S:22][CH2:23][CH3:24])[S:21]4)[cH:13][cH:14][c:15]23)[cH:26][cH:27]1>>[Cl:1][c:2]1[cH:3][c:4]([C:28]([F:29])([F:30])[F:31])[c:5]([CH2:6][n:7]2[n:8][cH:9][c:10]3[cH:11][c:12]([CH:16]=[C:17]4[C:18](=[O:25])[N:19]=[C:20]([N:39]5[CH2:38][CH2:37][N:36]([CH2:35][CH2:34][O:33][CH3:32])[CH2:41][CH2:40]5)[S:21]4)[cH:13][cH:14][c:15]23)[cH:26][cH:27]1.